From a dataset of the Open Reaction Database (ORD), a public repository of structured organic reaction records. describe an organic reaction: reactants, conditions, products, and yield The reactants are CN(C(=O)SC=1C=C(C(=O)OC)C=C(C1)SC(N(C)C)=O)C (Methyl 3,5-bis(dimethylcarbamoylthio)benzoate), Cl (hydrochloric acid), C[O-].[Na+] (sodium methoxide), ice water. Solvent: CO (methanol), CO (methanol). Product: SC=1C=C(C(=O)OC)C=C(C1)S (Methyl 3,5-Dimercaptobenzoate). RXN SMILES: CN(C)C([S:5][C:6]1[CH:7]=[C:8]([CH:13]=[C:14]([S:16]C(=O)N(C)C)[CH:15]=1)[C:9]([O:11][CH3:12])=[O:10])=O.C[O-].[Na+].Cl>CO>[SH:5][C:6]1[CH:7]=[C:8]([CH:13]=[C:14]([SH:16])[CH:15]=1)[C:9]([O:11][CH3:12])=[O:10] |f:1.2|. Reported procedure: Methyl 3,5-bis(dimethylcarbamoylthio)benzoate (34.2 g, 0.10 mol) was made to react with a mixture of 43 g of 28% methanol solution of sodium methoxide (0.223 mol) and methanol (150 ml) at 22-25° C. After addition of 500 ml of ice-water, the reaction mixture was neutralized with concentrated hydrochloric acid to give a colorless crystals. The crystals thus obtained were purified by means of recrystallization from methanol giving 12.5 g (62.5%) of methyl 3,5-dimercaptobenzoate as a colorless powde... The reactants are COC(C(C)(C)C1=CC=C(C=C1)C1=CCCCC1)=O (α-[p-(1-cyclohexenyl)-phenyl]-isobutyric acid methyl ester), [OH-].[Na+] (sodium hydroxide). Run in C(C)O (ethanol). Product: C1(=CCCCC1)C1=CC=C(C=C1)C(C(=O)O)(C)C (α-[p-(1-cyclohexenyl)-phenyl]-isobutyric acid). RXN SMILES: C[O:2][C:3](=[O:19])[C:4]([C:7]1[CH:12]=[CH:11][C:10]([C:13]2[CH2:18][CH2:17][CH2:16][CH2:15][CH:14]=2)=[CH:9][CH:8]=1)([CH3:6])[CH3:5].[OH-].[Na+]>C(O)C>[C:13]1([C:10]2[CH:9]=[CH:8][C:7]([C:4]([CH3:6])([CH3:5])[C:3]([OH:19])=[O:2])=[CH:12][CH:11]=2)[CH2:18][CH2:17][CH2:16][CH2:15][CH:14]=1 |f:1.2|. Procedure details: A solution of 11 g of α-[p-(1-cyclohexenyl)-phenyl]-isobutyric acid methyl ester in 100 ml of ethanol is mixed with 20 ml of 10N sodium hydroxide solution and heated for 2 hours to 60°-70° C. This batch is evaporated in vacuo, the residue dissolved in water, washed with ether and the aqueous phase rendered alkaline with 2N hydrochloric acid. Extraction with ether is effected, the ethereal extractes are washed with water, dried over sodium sulphate and evaporated. The solid residue, after recryst... The reactants are C(CCCS)S (1,4-butane dithiol), C=CCCCCCCCCCCCCCCCC (1-octadecene), N(=NC(C#N)(C)C)C(C#N)(C)C (2,2'-azobis(isobutyronitrile)). The product is C(CCCCCCCCCCCCCCCCC)SCCCCSCCCCCCCCCCCCCCCCCC (1,4-bis(n-octadecylthio)butane). As a reaction SMILES: [CH2:1]([SH:6])[CH2:2][CH2:3][CH2:4][SH:5].[CH2:7]=[CH:8][CH2:9][CH2:10][CH2:11][CH2:12][CH2:13][CH2:14][CH2:15][CH2:16][CH2:17][CH2:18][CH2:19][CH2:20][CH2:21][CH2:22][CH2:23][CH3:24].N([C:32]([CH3:36])([CH3:35])C#N)=NC(C)(C)C#N>>[CH2:7]([S:5][CH2:4][CH2:3][CH2:2][CH2:1][S:6][CH2:21][CH2:20][CH2:19][CH2:18][CH2:17][CH2:16][CH2:15][CH2:14][CH2:13][CH2:12][CH2:11][CH2:10][CH2:9][CH2:8][CH2:7][CH2:36][CH2:32][CH3:35])[CH2:8][CH2:9][CH2:10][CH2:11][CH2:12][CH2:13][CH2:14][CH2:15][CH2:16][CH2:17][CH2:18][CH2:19][CH2:20][CH2:21][CH2:22][CH2:23][CH3:24]. Procedure: The procedure used was essentially the same as described in Example 1. A stirred mixture of 12.22 g. (0.1 moles) of 1,4-butane dithiol and 50.5 g. (0.2 moles) of 1-octadecene were reacted at 80° C. in the presence of 0.5 g. of 2,2'-azobis(isobutyronitrile). The reaction mixture was recrystallized twice from hexanes (2×300 g.) collected by filtration, washed with 100 g. of cold hexanes, and air dried to yield 45.5 g. of pure product. Anal. Calcd. for C40H82S2 : C, 76.6; H, 13.2; S, 10.2 Found: C,... The reactants are N([C@@H](CCCNC(NS(=O)(=O)C1=CC=C(C)C=C1)=N)C(=O)O)C(=O)OCC1=CC=CC=C1 (Z-Arg(Tos)-OH), CN1CCOCC1 (N-methylmorpholine), C(C(F)(F)F)O (trifluoroethanol), Cl (HCl), CN1CCOCC1 (N-methylmorpholine), Cl (HCl), ClC(=O)OCC(C)C (isobutyl chloroformate), N[C@@H](CC(C)C)C(=O)N[C@@H](CC(C)C)C(=O)N[C@@H](CCC(N)=O)C(=O)NCC(=O)N[C@@H](CC(C)C)C(=O)N[C@@H](C(C)C)C(=O)N (H-Leu-Leu-Gln-Gly-Leu-Val-NH2). The reagents and catalysts are [Pd] (Pd-C). The solvent is CN(C=O)C (dimethylformamide), CN(C=O)C (dimethylformamide), O (water), C(C)(=O)O (acetic acid). Conditions: temperature -5 celsius, time 15 minute. Product: N([C@@H](CCCNC(NS(=O)(=O)C1=CC=C(C)C=C1)=N)C(=O)N[C@@H](CC(C)C)C(=O)N[C@@H](CC(C)C)C(=O)N[C@@H](CCC(N)=O)C(=O)NCC(=O)N[C@@H](CC(C)C)C(=O)N[C@@H](C(C)C)C(=O)N)C(=O)OCC1=CC=CC=C1 (Z-Arg(Tos)-Leu-Leu-Gln-Gly-Leu-Val-NH2). Reaction SMILES: [NH:1]([C:23]([O:25][CH2:26][C:27]1[CH:32]=[CH:31][CH:30]=[CH:29][CH:28]=1)=[O:24])[C@H:2]([C:20]([OH:22])=O)[CH2:3][CH2:4][CH2:5][NH:6][C:7](=[NH:19])[NH:8][S:9]([C:12]1[CH:18]=[CH:17][C:15]([CH3:16])=[CH:14][CH:13]=1)(=[O:11])=[O:10].CN1CCOCC1.ClC(OCC(C)C)=O.Cl.[NH2:49][C@H:50]([C:55]([NH:57][C@H:58]([C:63]([NH:65][C@H:66]([C:72]([NH:74][CH2:75][C:76]([NH:78][C@H:79]([C:84]([NH:86][C@H:87]([C:91]([NH2:93])=[O:92])[CH:88]([CH3:90])[CH3:89])=[O:85])[CH2:80][CH:81]([CH3:83])[CH3:82])=[O:77])=[O:73])[CH2:67][CH2:68][C:69](=[O:71])[NH2:70])=[O:64])[CH2:59][CH:60]([CH3:62])[CH3:61])=[O:56])[CH2:51][CH:52]([CH3:54])[CH3:53].C(O)C(F)(F)F>CN(C)C=O.[Pd].O.C(O)(=O)C>[NH:1]([C:23]([O:25][CH2:26][C:27]1[CH:32]=[CH:31][CH:30]=[CH:29][CH:28]=1)=[O:24])[C@H:2]([C:20]([NH:49][C@H:50]([C:55]([NH:57][C@H:58]([C:63]([NH:65][C@H:66]([C:72]([NH:74][CH2:75][C:76]([NH:78][C@H:79]([C:84]([NH:86][C@H:87]([C:91]([NH2:93])=[O:92])[CH:88]([CH3:90])[CH3:89])=[O:85])[CH2:80][CH:81]([CH3:82])[CH3:83])=[O:77])=[O:73])[CH2:67][CH2:68][C:69](=[O:71])[NH2:70])=[O:64])[CH2:59][CH:60]([CH3:62])[CH3:61])=[O:56])[CH2:51][CH:52]([CH3:54])[CH3:53])=[O:22])[CH2:3][CH2:4][CH2:5][NH:6][C:7](=[NH:19])[NH:8][S:9]([C:12]1[CH:18]=[CH:17][C:15]([CH3:16])=[CH:14][CH:13]=1)(=[O:10])=[O:11]. Procedure details: In 300 ml of dimethylformamide is dissolved 37.8 g (81.7 millimoles) of Z-Arg(Tos)-OH, and 8.25 g of N-methylmorpholine is added to the solution. Then, the mixture is cooled to -5° C. and 10.8 g of isobutyl chloroformate is dropped to the mixture over a period of 5 minutes. The mixture is stirred for 15 minutes and mixed with a liquid mixture formed by adding 5.9 g of N-methylmorpholine to a solution of 39.5 g (58.4 millimoles) of HCl .H-Leu-Leu-Gln-Gly-Leu-Val-NH2 [prepared by reducing the Z-co... Starting materials: [Cl-], O=C=Nc1ccc(Cl)cc1, Cl, CN(C)C=O, O=[N+]([O-])c1cn2c(n1)OC(CCO)C2. Yields the product O=C(Nc1ccc(Cl)cc1)OCCC1Cn2cc([N+](=O)[O-])nc2O1. As a reaction SMILES: [Cl-:11].[Cl:1][c:2]1[cH:3][cH:4][c:5]([N:8]=[C:9]=[O:10])[cH:6][cH:7]1.[ClH:26].[O:27]=[CH:28][N:29]([CH3:30])[CH3:31].[OH:12][CH2:13][CH2:14][CH:15]1[CH2:16][n:17]2[c:18]([n:20][c:21]([N+:23](=[O:24])[O-:25])[cH:22]2)[O:19]1>>[Cl:1][c:2]1[cH:3][cH:4][c:5]([NH:8][C:9](=[O:10])[O:12][CH2:13][CH2:14][CH:15]2[CH2:16][n:17]3[c:18]([n:20][c:21]([N+:23](=[O:24])[O-:25])[cH:22]3)[O:19]2)[cH:6][cH:7]1. Reactants: CCOC(=O)C=CC(=O)O, Cc1ccccc1, O=S(Cl)Cl. Product: CCOC(=O)C=CC(=O)O, [Cl-]. As a reaction SMILES: [CH2:1]([CH3:2])[O:3][C:4]([CH:5]=[CH:6][C:7](=[O:8])[OH:9])=[O:10].[CH3:15][c:16]1[cH:17][cH:18][cH:19][cH:20][cH:21]1.[S:11]([Cl:12])([Cl:13])=[O:14]>>[CH2:1]([CH3:2])[O:3][C:4]([CH:5]=[CH:6][C:7](=[O:8])[OH:9])=[O:10].[Cl-:13]. The reactants are O=C([O-])[O-], CC(C)c1oc2c(Br)c(NC(=O)OCc3ccccc3)ccc2c(=O)c1-c1ccc(Cl)cc1, C=CCBr, CN(C)C=O, [Cs+], [Cs+], O. Product: C=CCN(C(=O)OCc1ccccc1)c1ccc2c(=O)c(-c3ccc(Cl)cc3)c(C(C)C)oc2c1Br. Reaction SMILES: [C:34](=[O:35])([O-:36])[O-:37].[CH2:1]([c:2]1[cH:3][cH:4][cH:5][cH:6][cH:7]1)[O:8][C:9]([NH:10][c:11]1[cH:12][cH:13][c:14]2[c:15](=[O:32])[c:16](-[c:25]3[cH:26][cH:27][c:28]([Cl:31])[cH:29][cH:30]3)[c:17]([CH:22]([CH3:23])[CH3:24])[o:18][c:19]2[c:20]1[Br:21])=[O:33].[CH2:40]([CH:41]=[CH2:42])[Br:43].[CH3:44][N:45]([CH3:46])[CH:47]=[O:48].[Cs+:38].[Cs+:39].[OH2:49]>>[CH2:1]([c:2]1[cH:3][cH:4][cH:5][cH:6][cH:7]1)[O:8][C:9]([N:10]([c:11]1[cH:12][cH:13][c:14]2[c:15](=[O:32])[c:16](-[c:25]3[cH:26][cH:27][c:28]([Cl:31])[cH:29][cH:30]3)[c:17]([CH:22]([CH3:23])[CH3:24])[o:18][c:19]2[c:20]1[Br:21])[CH2:42][CH:41]=[CH2:40])=[O:33].